This data is from the Open Reaction Database (ORD), a public repository of structured organic reaction records. The task is: describe an organic reaction: reactants, conditions, products, and yield Starting materials: N(=NC(=O)OCC)C(=O)OCC (diethyl azodicarboxylate), O[C@@H](C)[C@H]1C(N([C@@H]1SC)C(=C(C)C)C(=O)OC)=O ((3S, 4R)-3-[(S)-1-hydroxyethyl]-1-(1-methoxycarbonyl-2-methylprop-1-enyl)-4-methylthioazetidin-2-one), C1(=CC=CC=C1)P(C1=CC=CC=C1)C1=CC=CC=C1 (triphenylphosphine), C(C1=CC=CC=C1)(=O)O (benzoic acid). Solvent: O1CCCC1 (tetrahydrofuran), O1CCCC1 (tetrahydrofuran). Run at time 1.5 hour. Yields the product C(C1=CC=CC=C1)(=O)O[C@H](C)[C@H]1C(N([C@@H]1SC)C(=C(C)C)C(=O)OC)=O ((3S, 4R)-3-[(R)-1-Benzoyloxyethyl]-1-(1-methoxycarbonyl-2-methylprop-1-enyl)-4-methylthioazetidin-2-one). Isolated yield 83.0%. As a reaction SMILES: [OH:1][C@H:2]([C@@H:4]1[C@@H:7]([S:8][CH3:9])[N:6]([C:10]([C:14]([O:16][CH3:17])=[O:15])=[C:11]([CH3:13])[CH3:12])[C:5]1=[O:18])[CH3:3].C1(P(C2C=CC=CC=2)C2C=CC=CC=2)C=CC=CC=1.[C:38](O)(=[O:45])[C:39]1[CH:44]=[CH:43][CH:42]=[CH:41][CH:40]=1.N(C(OCC)=O)=NC(OCC)=O>O1CCCC1>[C:38]([O:1][C@@H:2]([C@@H:4]1[C@@H:7]([S:8][CH3:9])[N:6]([C:10]([C:14]([O:16][CH3:17])=[O:15])=[C:11]([CH3:12])[CH3:13])[C:5]1=[O:18])[CH3:3])(=[O:45])[C:39]1[CH:44]=[CH:43][CH:42]=[CH:41][CH:40]=1. Procedure details: In 2 ml of tetrahydrofuran were dissolved (3S, 4R)-3-[(S)-1-hydroxyethyl]-1-(1-methoxycarbonyl-2-methylprop-1-enyl)-4-methylthioazetidin-2-one (105 mg, 0.38 mmole), triphenylphosphine (201 mg, 2 equivalents) and benzoic acid (94 mg, 2 equivalents). To the resulting solution was added little by little a solution of diethyl azodicarboxylate (134 mg, 2 equivalents) in tetrahydrofuran (1 ml) at 20° C. over 10 minutes and then the mixture was stirred at the same temperature for 1.5 hours. The solvent... Reactants: [OH-].[Na+] (Sodium hydroxide), C(C)C(C(=O)Cl)CCCC (2-ethylhexanoyl chloride), CC(C)(CCC(C)(OO)C)OO (2,5-dimethyl-2,5-dihydroperoxyhexane), ( 21 ), aliphatic. Conditions: temperature 30 celsius. Yields the product CC(C)(CCC(C)(OOC(C(CCCC)CC)=O)C)OOC(C(CCCC)CC)=O (2,5-dimethyl-2,5-di(2-ethylhexanoylperoxy)hexane). As a reaction SMILES: [OH-:1].[Na+].[CH2:3]([CH:5]([CH2:9][CH2:10][CH2:11][CH3:12])[C:6](Cl)=[O:7])[CH3:4].[CH3:13][C:14]([O:23][OH:24])([CH2:16][CH2:17][C:18]([CH3:22])([O:20][OH:21])[CH3:19])[CH3:15]>>[CH3:15][C:14]([O:23][O:24][C:6](=[O:1])[CH:5]([CH2:3][CH3:4])[CH2:9][CH2:10][CH2:11][CH3:12])([CH2:16][CH2:17][C:18]([CH3:22])([O:20][O:21][C:6](=[O:7])[CH:5]([CH2:3][CH3:4])[CH2:9][CH2:10][CH2:11][CH3:12])[CH3:19])[CH3:13] |f:0.1|. Procedure: Sodium hydroxide (25% aqueous solution), 2-ethylhexanoyl chloride (93%), 2,5-dimethyl-2,5-dihydroperoxyhexane (70%) are introduced into the mixing reactor (21) along with an aliphatic organic solvent (hexane, heptane etc.) at the rate of 51 lbs/hr, 31 lbs/hr and 38 lbs/hr respectively. The temperature in the reaction zone 21 is maintained at about 30° C and that in the after reaction zone 22 at about 20° C. The product 2,5-dimethyl-2,5-di(2-ethylhexanoylperoxy)hexane is obtained at the rate of a... Reactants: BrCCCOC1=C(C=CC=C1)/C=C/C(CCC1=CC=C(C(=O)OC)C=C1)CC1=CC=C(C=C1)C(=O)OC (Methyl 4-{(4E)-5-[2-(3-bromopropoxy)phenyl]-3-[4-(methoxycarbonyl)benzyl]pent-4-en-1-yl}benzoate), N1C(COCC1)=O (morpholin-3-one), [H-].[Na+] (sodium hydride), ice, [Cl-].[NH4+] (ammonium chloride). Solvent: CN(C)C=O (DMF), CN(C)C=O (DMF). Run at time 45 minute. The product is COC(=O)C1=CC=C(CC(CCC2=CC=C(C(=O)OC)C=C2)\C=C\C2=C(C=CC=C2)OCCCN2C(COCC2)=O)C=C1 (Methyl 4-[(4E)-3-[4-(methoxycarbonyl)benzyl]-5-{2-[3-(3-oxomorpholin-4-yl)propoxy]phenyl}pent-4-en-1-yl]benzoate). Reaction SMILES: [NH:1]1[CH2:6][CH2:5][O:4][CH2:3][C:2]1=[O:7].[H-].[Na+].Br[CH2:11][CH2:12][CH2:13][O:14][C:15]1[CH:20]=[CH:19][CH:18]=[CH:17][C:16]=1/[CH:21]=[CH:22]/[CH:23]([CH2:36][C:37]1[CH:42]=[CH:41][C:40]([C:43]([O:45][CH3:46])=[O:44])=[CH:39][CH:38]=1)[CH2:24][CH2:25][C:26]1[CH:35]=[CH:34][C:29]([C:30]([O:32][CH3:33])=[O:31])=[CH:28][CH:27]=1.[Cl-].[NH4+]>CN(C=O)C>[CH3:46][O:45][C:43]([C:40]1[CH:39]=[CH:38][C:37]([CH2:36][CH:23](/[CH:22]=[CH:21]/[C:16]2[CH:17]=[CH:18][CH:19]=[CH:20][C:15]=2[O:14][CH2:13][CH2:12][CH2:11][N:1]2[CH2:6][CH2:5][O:4][CH2:3][C:2]2=[O:7])[CH2:24][CH2:25][C:26]2[CH:35]=[CH:34][C:29]([C:30]([O:32][CH3:33])=[O:31])=[CH:28][CH:27]=2)=[CH:42][CH:41]=1)=[O:44] |f:1.2,4.5|. Procedure details: A solution of 0.175 g (1.73 mmol) of morpholin-3-one [CAS Reg. No. 109-11-5] is initially charged in 6 ml of dry DMF, and 71 mg (1.78 mmol) of sodium hydride (60% in paraffin oil) are added. The mixture is stirred at room temperature for 45 min. The reaction solution is then cooled to 0° C., and a solution of 0.28 g (0.495 mmol) of methyl 4-{(4E)-5-[2-(3-bromopropoxy)phenyl]-3-[4-(methoxycarbonyl)benzyl]pent-4-en-1-yl}benzoate (Example 22A) in 3 ml of dry DMF is added. The mixture is stirred at ... Reactants: CC(C)=NO (acetone oxime), C(C)(C)(C)[O-].[K+] (potassium t-butanolate), FC1=C(C#N)C=CC(=C1)OCC1=CC=CC=C1 (2-fluoro-4-(phenylmethoxy)benzonitrile), ice water. Run in CN(C=O)C (dimethylformamide), CN(C=O)C (dimethylformamide). Run at time 2 hour. The product is CC(C)=NOC1=C(C#N)C=CC(=C1)OCC1=CC=CC=C1 (2-[[(1-Methylethylidene)amino]oxy]-4-(phenylmethoxy)benzonitrile). Isolated yield 85.0%. RXN SMILES: [CH3:1][C:2](=[N:4][OH:5])[CH3:3].C([O-])(C)(C)C.[K+].F[C:13]1[CH:20]=[C:19]([O:21][CH2:22][C:23]2[CH:28]=[CH:27][CH:26]=[CH:25][CH:24]=2)[CH:18]=[CH:17][C:14]=1[C:15]#[N:16]>CN(C)C=O>[CH3:1][C:2](=[N:4][O:5][C:13]1[CH:20]=[C:19]([O:21][CH2:22][C:23]2[CH:24]=[CH:25][CH:26]=[CH:27][CH:28]=2)[CH:18]=[CH:17][C:14]=1[C:15]#[N:16])[CH3:3] |f:1.2|. Procedure details: A solution of 7.83 g (0.107 mol) of acetone oxime in 200 ml of dimethylformamide is stirred for 30 minutes in the presence of 12 g (0.11 mol) of 95% potassium t-butanolate. A solution of 20.3 g (0.089 mol) of 2-fluoro-4-(phenylmethoxy)benzonitrile in 100 ml of dimethylformamide is then added over 15 minutes. The mixture is stirred for 2 hours and then poured into ice-water. The crystalline product is filtered off and dissolved in dichloromethane, and the solution is then dried over sodium sulpha... Reactants: NC(=O)[C@@H]1N([C@@H](CC1)C1=CC=C(C=C1)OCC1=CC=CC=C1)C(=O)OC(C)(C)C (1,1-Dimethylethyl (2R,5S)-2-(aminocarbonyl)-5-{4-[(phenylmethyl)oxy]phenyl}-1-pyrrolidinecarboxylate), C(C)(=O)Cl (acetylchloride). Solvent: C(C)(=O)OCC (ethyl acetate), CO (methanol). Reaction conditions: time 2 hour. Yields the product Cl.C1(=CC=CC=C1)COC1=CC=C(C=C1)[C@@H]1CC[C@@H](N1)C(=O)N ((5S)-5-{4-[(Phenylmethyl)oxy]phenyl}-D-prolinamide hydrochloride). The yield is 83.5%. Reaction SMILES: [NH2:1][C:2]([C@H:4]1[CH2:8][CH2:7][C@@H:6]([C:9]2[CH:14]=[CH:13][C:12]([O:15][CH2:16][C:17]3[CH:22]=[CH:21][CH:20]=[CH:19][CH:18]=3)=[CH:11][CH:10]=2)[N:5]1C(OC(C)(C)C)=O)=[O:3].C([Cl:33])(=O)C>C(OCC)(=O)C.CO>[ClH:33].[C:17]1([CH2:16][O:15][C:12]2[CH:13]=[CH:14][C:9]([C@H:6]3[NH:5][C@@H:4]([C:2]([NH2:1])=[O:3])[CH2:8][CH2:7]3)=[CH:10][CH:11]=2)[CH:18]=[CH:19][CH:20]=[CH:21][CH:22]=1 |f:4.5|. Procedure details: To a solution of 1,1-dimethylethyl (2R,5S)-2-(aminocarbonyl)-5-{4-[(phenylmethyl)oxy]phenyl}-1-pyrrolidinecarboxylate (D38, 50 mg, 0.126 mmol) in a mixture of ethyl acetate (0.9 ml) and methanol (0.1 ml) was added acetylchloride (50 μl, 0.63 mmol) at 0° C. The mixture was shaken for 2 h and slowly allowed to warm to room temperature. After evaporating the solvent, the residue was triturated with diethyl ether to afford the title compound as a white solid (35 mg, 85%); Rt (HPLC): 3.55 min; MS: (E... Reactants: O=C([O-])[O-], CO, COC(=O)c1ccc(OC(F)(F)F)c(OC2CCCC2)c1, [K+], [K+], O. Product: O=C(O)c1ccc(OC(F)(F)F)c(OC2CCCC2)c1. Reaction SMILES: [C:1](=[O:2])([O-:3])[O-:4].[CH3:29][OH:30].[CH:8]1([O:13][c:14]2[cH:15][c:16]([C:17](=[O:18])[O:19][CH3:20])[cH:21][cH:22][c:23]2[O:24][C:25]([F:26])([F:27])[F:28])[CH2:9][CH2:10][CH2:11][CH2:12]1.[K+:5].[K+:6].[OH2:7]>>[CH:8]1([O:13][c:14]2[cH:15][c:16]([C:17](=[O:18])[OH:19])[cH:21][cH:22][c:23]2[O:24][C:25]([F:26])([F:27])[F:28])[CH2:9][CH2:10][CH2:11][CH2:12]1. The reactants are CC1(C)CC(=O)c2c(C(F)F)nn(-c3ccc(C(N)=O)c(Br)c3)c2C1, CC(C)(C)[O-], CCO, CS(C)=O, Cc1ccccc1, NC1CCSCC1, [Na+], [Na+], CC(=O)[O-], CC(=O)[O-], [OH-], [Pd+2], c1cn[nH]c1. The product is CC1(C)CC(=O)c2c(C(F)F)nn(-c3ccc(C(N)=O)c(NC4CCSCC4)c3)c2C1. Reaction SMILES: [Br:1][c:2]1[c:3]([C:4](=[O:5])[NH2:6])[cH:7][cH:8][c:9](-[n:11]2[n:12][c:13]([CH:23]([F:24])[F:25])[c:14]3[c:19]2[CH2:18][C:17]([CH3:20])([CH3:21])[CH2:16][C:15]3=[O:22])[cH:10]1.[CH3:26][C:27]([CH3:28])([O-:29])[CH3:30].[CH3:46][CH2:47][OH:48].[CH3:58][S:59]([CH3:60])=[O:61].[CH3:62][c:63]1[cH:64][cH:65][cH:66][cH:67][cH:68]1.[NH2:32][CH:33]1[CH2:34][CH2:35][S:36][CH2:37][CH2:38]1.[Na+:31].[Na+:45].[O-:50][C:51]([CH3:52])=[O:53].[O-:54][C:55]([CH3:56])=[O:57].[OH-:44].[Pd+2:49].[nH:39]1[cH:40][cH:41][cH:42][n:43]1>>[c:2]1([NH:32][CH:33]2[CH2:34][CH2:35][S:36][CH2:37][CH2:38]2)[c:3]([C:4](=[O:5])[NH2:6])[cH:7][cH:8][c:9](-[n:11]2[n:12][c:13]([CH:23]([F:24])[F:25])[c:14]3[c:19]2[CH2:18][C:17]([CH3:20])([CH3:21])[CH2:16][C:15]3=[O:22])[cH:10]1. Reactants: O=C([O-])[O-], CS(C)=O, COc1cc2c(Cl)ccnc2cc1OCCCN1CCOCC1, [Cs+], [Cs+], O=C(O)c1cccc2c(F)c(O)ccc12. Product: COc1cc2c(Oc3ccc4c(C(=O)O)cccc4c3F)ccnc2cc1OCCCN1CCOCC1. Reaction SMILES: [C:16](=[O:17])([O-:18])[O-:19].[CH3:45][S:46]([CH3:47])=[O:48].[Cl:22][c:23]1[cH:24][cH:25][n:26][c:27]2[cH:28][c:29]([O:35][CH2:36][CH2:37][CH2:38][N:39]3[CH2:40][CH2:41][O:42][CH2:43][CH2:44]3)[c:30]([O:33][CH3:34])[cH:31][c:32]12.[Cs+:20].[Cs+:21].[F:1][c:2]1[c:3]2[cH:4][cH:5][cH:6][c:7]([C:13](=[O:14])[OH:15])[c:8]2[cH:9][cH:10][c:11]1[OH:12]>>[F:1][c:2]1[c:3]2[cH:4][cH:5][cH:6][c:7]([C:13](=[O:14])[OH:15])[c:8]2[cH:9][cH:10][c:11]1[O:12][c:23]1[cH:24][cH:25][n:26][c:27]2[cH:28][c:29]([O:35][CH2:36][CH2:37][CH2:38][N:39]3[CH2:40][CH2:41][O:42][CH2:43][CH2:44]3)[c:30]([O:33][CH3:34])[cH:31][c:32]12. Starting materials: BrC=1C=C(C=NC1)OC[C@H]1N(CCC1)C(=O)OC(C)(C)C (5-bromo-3-(1-BOC-2-(S)-pyrrolidinylmethoxy)pyridine), ClC1=CC=C(C=C1)B(O)O (4-chlorophenylboronic acid), Pd(0), C(=O)([O-])[O-].[Na+].[Na+] (Na2CO3), solution. Solvent: C1(=CC=CC=C1)C (toluene). The product is ClC1=CC=C(C=C1)C=1C=C(C=NC1)OC[C@@H]1NCCC1 (5-(4-chlorophenyl)-3-(2-(R)-pyrrolidinylmethoxy)pyridine). Yield: 134.0%. Reaction SMILES: Br[C:2]1[CH:3]=[C:4]([O:8][CH2:9][C@@H:10]2[CH2:14][CH2:13][CH2:12][N:11]2C(OC(C)(C)C)=O)[CH:5]=[N:6][CH:7]=1.[Cl:22][C:23]1[CH:28]=[CH:27][C:26](B(O)O)=[CH:25][CH:24]=1.C([O-])([O-])=O.[Na+].[Na+]>C1(C)C=CC=CC=1>[Cl:22][C:23]1[CH:28]=[CH:27][C:26]([C:2]2[CH:3]=[C:4]([O:8][CH2:9][C@H:10]3[CH2:14][CH2:13][CH2:12][NH:11]3)[CH:5]=[N:6][CH:7]=2)=[CH:25][CH:24]=1 |f:2.3.4|. Procedure details: To a solution of 5-bromo-3-(1-BOC-2-(S)-pyrrolidinylmethoxy)pyridine (300 mg, 0.84 mmol) and 4-chlorophenylboronic acid (263 mg, 1.68 mmol, Lancaster Chemical Co.) in toluene (10 mL) was added Pd(0) (25 mg) and Na2CO3 (1 mL of a 2M solution), and the mixture was heated at reflux for 6 hours. The solvent was removed under vacuum, and the residue was chromatographed on a silica gel column, eluting with 1:5 to 1:2 EtOAc/hexane to afford the title compound (325 mg, 100% yield). MS (CI/NH3) m/z 389 (...